This data is from the Open Reaction Database (ORD), a public repository of structured organic reaction records. The task is: describe an organic reaction: reactants, conditions, products, and yield Reactants: [Al+3], ClC(Cl)Cl, O=C(CCOc1ccc(F)cc1Cl)N1CCC2(CC1)C(=O)NCN2c1ccccc1, [H-], [H-], [H-], [H-], [Li+], C1CCOC1, O. Yields the product O=C1NCN(c2ccccc2)C12CCN(CCCOc1ccc(F)cc1Cl)CC2. As a reaction SMILES: [Al+3:2].[CH:43]([Cl:44])([Cl:45])[Cl:46].[Cl:7][c:8]1[c:9]([O:10][CH2:11][CH2:12][C:13](=[O:14])[N:15]2[CH2:16][CH2:17][C:18]3([C:19](=[O:29])[NH:20][CH2:21][N:22]3[c:23]3[cH:24][cH:25][cH:26][cH:27][cH:28]3)[CH2:30][CH2:31]2)[cH:32][cH:33][c:34]([F:36])[cH:35]1.[H-:1].[H-:4].[H-:5].[H-:6].[Li+:3].[O:37]1[CH2:38][CH2:39][CH2:40][CH2:41]1.[OH2:42]>>[Cl:7][c:8]1[c:9]([O:10][CH2:11][CH2:12][CH2:13][N:15]2[CH2:16][CH2:17][C:18]3([C:19](=[O:29])[NH:20][CH2:21][N:22]3[c:23]3[cH:24][cH:25][cH:26][cH:27][cH:28]3)[CH2:30][CH2:31]2)[cH:32][cH:33][c:34]([F:36])[cH:35]1. Reactants: CC(C)(C)OC(=O)N1CCNCC1, CC(C)O, C=C(C(=O)O)c1ccccc1. The product is CC(C)(C)OC(=O)N1CCN(CC(C(=O)O)c2ccccc2)CC1. As a reaction SMILES: [C:1]([CH3:2])([CH3:3])([CH3:4])[O:5][C:6](=[O:7])[N:8]1[CH2:9][CH2:10][NH:11][CH2:12][CH2:13]1.[CH:25]([OH:26])([CH3:27])[CH3:28].[c:14]1([C:20]([C:21](=[O:22])[OH:23])=[CH2:24])[cH:15][cH:16][cH:17][cH:18][cH:19]1>>[C:1]([CH3:2])([CH3:3])([CH3:4])[O:5][C:6](=[O:7])[N:8]1[CH2:9][CH2:10][N:11]([CH2:24][CH:20]([c:14]2[cH:15][cH:16][cH:17][cH:18][cH:19]2)[C:21](=[O:22])[OH:23])[CH2:12][CH2:13]1.